From a dataset of the Open Reaction Database (ORD), a public repository of structured organic reaction records. describe an organic reaction: reactants, conditions, products, and yield The reactants are CCOCOc1cnc(-c2ccc(OC(F)(F)F)cc2)nc1, CO, Cl, O. The product is Oc1cnc(-c2ccc(OC(F)(F)F)cc2)nc1. Reaction SMILES: [CH2:1]([O:2][CH2:3][O:5][c:6]1[cH:7][n:8][c:9](-[c:12]2[cH:13][cH:14][c:15]([O:18][C:19]([F:20])([F:21])[F:22])[cH:16][cH:17]2)[n:10][cH:11]1)[CH3:4].[CH3:24][OH:25].[ClH:23].[OH2:26]>>[OH:5][c:6]1[cH:7][n:8][c:9](-[c:12]2[cH:13][cH:14][c:15]([O:18][C:19]([F:20])([F:21])[F:22])[cH:16][cH:17]2)[n:10][cH:11]1. Starting materials: C1CCOC1, COC(=O)c1cc2c(OCC(C)(C)C)cccc2[nH]1, [Li+], [OH-], O. Product: CC(C)(C)COc1cccc2[nH]c(C(=O)O)cc12. RXN SMILES: [CH2:23]1[O:24][CH2:25][CH2:26][CH2:27]1.[CH3:1][O:2][C:3](=[O:4])[c:5]1[nH:6][c:7]2[cH:8][cH:9][cH:10][c:11]([O:14][CH2:15][C:16]([CH3:17])([CH3:18])[CH3:19])[c:12]2[cH:13]1.[Li+:21].[OH-:20].[OH2:22]>>[O:2]=[C:3]([OH:4])[c:5]1[nH:6][c:7]2[cH:8][cH:9][cH:10][c:11]([O:14][CH2:15][C:16]([CH3:17])([CH3:18])[CH3:19])[c:12]2[cH:13]1.